Dataset: the Open Reaction Database (ORD), a public repository of structured organic reaction records. Task: describe an organic reaction: reactants, conditions, products, and yield Reactants: CCOC(C)=O, CN(C)CCOc1ccc([N+](=O)[O-])cc1, [H][H]. The product is CN(C)CCOc1ccc(N)cc1. Reaction SMILES: [CH3:18][CH2:19][O:20][C:21](=[O:22])[CH3:23].[CH3:1][N:2]([CH2:3][CH2:4][O:5][c:6]1[cH:7][cH:8][c:9]([N+:12]([O-:13])=[O:14])[cH:10][cH:11]1)[CH3:15].[H:16][H:17]>>[CH3:1][N:2]([CH2:3][CH2:4][O:5][c:6]1[cH:7][cH:8][c:9]([NH2:12])[cH:10][cH:11]1)[CH3:15]. The reactants are C(C)O (ethanol), 26--Ethyl pyrazine carboxylate-4-oxide, N1=C(C=NC=C1)C(=O)OCC (ethyl pyrazine carboxylate), OO (hydrogen peroxide). The solvent is C(C)(=O)O (acetic acid). The product is N1=C(C=[N+](C=C1)[O-])C(=O)OCC (ethyl pyrazinecarboxylate-4-oxide). As a reaction SMILES: [N:1]1[CH:6]=[CH:5][N:4]=[CH:3][C:2]=1[C:7]([O:9][CH2:10][CH3:11])=[O:8].OO.C([OH:16])C>C(O)(=O)C>[N:1]1[CH:6]=[CH:5][N+:4]([O-:16])=[CH:3][C:2]=1[C:7]([O:9][CH2:10][CH3:11])=[O:8]. Reported procedure: Compound 26--Ethyl pyrazine carboxylate-4-oxide 3.4 g hydrogen peroxide (30%) was added in three portions over a period of 1 hour to a solution of 3.06 g of ethyl pyrazine carboxylate (prepared as above) in 15 ml of glacial acetic acid at 65° C. After stirring for 16 hours another 3.4 g hydrogen peroxide were added and the solution was stirred for 48 additional hours. The volume of the mixture was reduced, 30 ml of ethanol were added and the solution was filtered. The liquid was evaporated and t...